Dataset: the Open Reaction Database (ORD), a public repository of structured organic reaction records. Task: describe an organic reaction: reactants, conditions, products, and yield Reactants: C(CCC)(=O)OC(C)C1=CC=C(C=C1)OC1OCCCC1 (1-(4-(tetrahydro-2-pyranyloxy)phenyl)ethyl butyrate), CC=1C=CC(=CC1)S(=O)(=O)O (p-toluenesulfonate). Run in CO (methanol). Yields the product C(CCC)(=O)OC(C)C1=CC=C(C=C1)O (1-(4-hydroxyphenyl)ethyl butyrate). The yield is 11.0%. RXN SMILES: CC1C=CC(S(O)(=O)=O)=CC=1.[C:12]([O:17][CH:18]([C:20]1[CH:25]=[CH:24][C:23]([O:26]C2CCCCO2)=[CH:22][CH:21]=1)[CH3:19])(=[O:16])[CH2:13][CH2:14][CH3:15]>CO>[C:12]([O:17][CH:18]([C:20]1[CH:25]=[CH:24][C:23]([OH:26])=[CH:22][CH:21]=1)[CH3:19])(=[O:16])[CH2:13][CH2:14][CH3:15]. Procedure details: In 150 ml of methanol was dissolved 0.1 mole of the R-form of 1-(4-(tetrahydro-2-pyranyloxy)phenyl)ethyl butyrate, to which 1.1 g of pyridinum, p-toluenesulfonate, and the mixture was subjected to reaction at room temperature for 2 hours. Then, methanol was distilled under reduced pressure, 200 ml of ether was added thereto, and it was washed with water. The resulting ether layer was dried with anhydrous magnesium sulfate, and ether was distilled under reduced pressure to give R-form of 1-(4-hyd... Starting materials: C1CCOC1, CCOC(=O)C(C)(C)Oc1ccc(S(C)(=O)=O)cn1, CO, [Na+], [OH-], O. Product: CC(C)(Oc1ccc(S(C)(=O)=O)cn1)C(=O)O. Reaction SMILES: [CH2:24]1[O:25][CH2:26][CH2:27][CH2:28]1.[CH3:1][C:2]([C:3](=[O:4])[O:5][CH2:6][CH3:7])([CH3:8])[O:9][c:10]1[n:11][cH:12][c:13]([S:16](=[O:17])(=[O:18])[CH3:19])[cH:14][cH:15]1.[CH3:22][OH:23].[Na+:21].[OH-:20].[OH2:29]>>[CH3:1][C:2]([C:3](=[O:4])[OH:5])([CH3:8])[O:9][c:10]1[n:11][cH:12][c:13]([S:16](=[O:17])(=[O:18])[CH3:19])[cH:14][cH:15]1.